From a dataset of the Open Reaction Database (ORD), a public repository of structured organic reaction records. describe an organic reaction: reactants, conditions, products, and yield Reactants: Cl.Cl.N1CCC(CC1)N1C(NC2=NC=CC=C21)=O (1-(piperidin-4-yl)-1H-imidazo[4,5-b]pyridin-2(3H)-one dihydrochloride), ClC1=NNC=2C(=CC3=C(C12)CN(C([C@@H](C3)CC(=O)O)=O)CC(F)(F)F)Cl ((S)-2-(1,4-Dichloro-8-oxo-9-(2,2,2-trifluoroethyl)-3,6,7,8,9,10-hexahydroazepino[3,4-e]indazol-7-yl)acetic acid), CN(C)C(=[N+](C)C)ON1C2=C(C=CC=C2)N=N1.[B-](F)(F)(F)F (TBTU), C(C)(C)N(C(C)C)CC (N,N-Diisopropylethylamine). Run in CN(C=O)C (N,N-dimethylformamide). Conditions: time 5 hour. Product: ClC1=NNC=2C(=CC3=C(C12)CN(C([C@@H](C3)CC(N3CCC(CC3)N3C(NC1=NC=CC=C13)=O)=O)=O)CC(F)(F)F)Cl ((S)-1,4-dichloro-7-(2-oxo-2-(4-(2-oxo-2,3-dihydroimidazo[4,5-b]pyridin-1-yl)piperidin-1-yl)ethyl)-9-(2,2,2-trifluoroethyl)-6,7,9,10-tetrahydroazepino[3,4-e]indazol-8(3H)-one). The yield is 70.0%. Reaction SMILES: [Cl:1][C:2]1[C:10]2[C:9]3[CH2:11][N:12]([CH2:21][C:22]([F:25])([F:24])[F:23])[C:13](=[O:20])[C@H:14]([CH2:16][C:17](O)=[O:18])[CH2:15][C:8]=3[CH:7]=[C:6]([Cl:26])[C:5]=2[NH:4][N:3]=1.C(N(CC)C(C)C)(C)C.CN(C(ON1N=NC2C=CC=CC1=2)=[N+](C)C)C.[B-](F)(F)(F)F.Cl.Cl.[NH:60]1[CH2:65][CH2:64][CH:63]([N:66]2[C:74]3[C:69](=[N:70][CH:71]=[CH:72][CH:73]=3)[NH:68][C:67]2=[O:75])[CH2:62][CH2:61]1>CN(C)C=O>[Cl:1][C:2]1[C:10]2[C:9]3[CH2:11][N:12]([CH2:21][C:22]([F:25])([F:23])[F:24])[C:13](=[O:20])[C@H:14]([CH2:16][C:17](=[O:18])[N:60]4[CH2:61][CH2:62][CH:63]([N:66]5[C:74]6[C:69](=[N:70][CH:71]=[CH:72][CH:73]=6)[NH:68][C:67]5=[O:75])[CH2:64][CH2:65]4)[CH2:15][C:8]=3[CH:7]=[C:6]([Cl:26])[C:5]=2[NH:4][N:3]=1 |f:2.3,4.5.6|. Reported procedure: (S)-2-(1,4-Dichloro-8-oxo-9-(2,2,2-trifluoroethyl)-3,6,7,8,9,10-hexahydroazepino[3,4-e]indazol-7-yl)acetic acid (110 mg, 0.268 mmol) was dissolved in N,N-dimethylformamide (2.0 ml). N,N-Diisopropylethylamine (150 μl, 0.861 mmol) was added to the mixture followed successively by TBTU (92 mg, 0.287 mmol) and 1-(piperidin-4-yl)-1H-imidazo[4,5-b]pyridin-2(3H)-one dihydrochloride (92 mg, 0.316 mmol). Reaction stirred at room temperature for 5 hours. Reaction was quenched with 50% acetonitrile-water. ... Starting materials: C1CCOC1, COC(=O)c1cc(Br)cc(C(C)(C)C)c1, [Li+], [OH-]. Yields the product [Li+], CC(C)(C)c1cc(Br)cc(C(=O)[O-])c1. RXN SMILES: [CH2:18]1[O:19][CH2:20][CH2:21][CH2:22]1.[CH3:1][O:2][C:3]([c:4]1[cH:5][c:6]([Br:14])[cH:7][c:8]([C:10]([CH3:11])([CH3:12])[CH3:13])[cH:9]1)=[O:15].[Li+:16].[OH-:17]>>[Li+:16].[O:2]=[C:3]([c:4]1[cH:5][c:6]([Br:14])[cH:7][c:8]([C:10]([CH3:11])([CH3:12])[CH3:13])[cH:9]1)[O-:15]. The reactants are C(#N)CC=1C=CC2=C(C=C(O2)C(=O)OCC)C1 (Ethyl 5-cyanomethylbenzofuran-2-carboxylate), [OH-].[K+] (potassium hydroxide). The product is C(#N)CC=1C=CC2=C(C=C(O2)C(=O)O)C1 (5-cyanomethylbenzofuran-2-carboxylic acid). As a reaction SMILES: [C:1]([CH2:3][C:4]1[CH:5]=[CH:6][C:7]2[O:11][C:10]([C:12]([O:14]CC)=[O:13])=[CH:9][C:8]=2[CH:17]=1)#[N:2].[OH-].[K+]>>[C:1]([CH2:3][C:4]1[CH:5]=[CH:6][C:7]2[O:11][C:10]([C:12]([OH:14])=[O:13])=[CH:9][C:8]=2[CH:17]=1)#[N:2] |f:1.2|. Reported procedure: Ethyl 5-cyanomethylbenzofuran-2-carboxylate was hydrolysed by refluxing with ethanolic potassium hydroxide to give 5-cyanomethylbenzofuran-2-carboxylic acid.